Dataset: the Open Reaction Database (ORD), a public repository of structured organic reaction records. Task: describe an organic reaction: reactants, conditions, products, and yield Reactants: CSCC=1C(N)=CC=C(C1)C(F)(F)F (α-methylthio-4-trifluoromethyl-o-toluidine), ClN1C(CCC1=O)=O (N-chlorosuccinimide), [OH-].[Na+] (sodium hydroxide). The solvent is C(Cl)Cl (methylene chloride), C(Cl)Cl (methylene chloride). Reaction conditions: temperature 5 celsius, time 8 minute. Product: CS1(NC2=C(C1)C=C(C=C2)C(F)(F)F)=O (2-methyl-5-trifluoromethyl-2H,3H-2,1-benzisothiazole-S-oxide). Reaction SMILES: [CH3:1][S:2][CH2:3][C:4]1[C:5](=[CH:7][CH:8]=[C:9]([C:11]([F:14])([F:13])[F:12])[CH:10]=1)[NH2:6].ClN1C(=[O:21])CCC1=O.[OH-].[Na+]>C(Cl)Cl>[CH3:1][SH:2]1(=[O:21])[CH2:3][C:4]2[CH:10]=[C:9]([C:11]([F:12])([F:13])[F:14])[CH:8]=[CH:7][C:5]=2[NH:6]1 |f:2.3|. Procedure details: To 10.2 g. of α-methylthio-4-trifluoromethyl-o-toluidine predissolved in 50 ml. of methylene chloride and cooled to -38° C. is added dropwise, over 40 minutes, a solution of 6.2 g. of N-chlorosuccinimide predissolved in 250 ml. of methylene chloride, while the temperature is maintained between -28° and -38° C. After an additional 8 minutes, 13.3 ml. of a 15% aqueous sodium hydroxide solution is added, the cold bath is removed and the reaction mixture allowed to warm to 5° C. To the reaction mixt... Reactants: O=C1N(C(C2=CC=CC=C12)=O)CCC(=O)NC1=CC=CC=C1 (3-(1,3-dioxo-2,3-dihydro-1H-isoindol-2-yl)-N-phenylpropanamide), P(Cl)(Cl)(Cl)(Cl)Cl (PCl5), Cl[Sn](Cl)(Cl)Cl (SnCl4), C(C)OC(C#N)=O (2-ethoxy-2-oxoacetonitrile). Solvent: O=P(Cl)(Cl)Cl (POCl3). Run at temperature 65 celsius, time 2 hour. The product is O=C1N(C(C2=CC=CC=C12)=O)CCC1=NC2=CC=CC=C2C(=N1)C(=O)OCC (ethyl 2-[2-(1,3-dioxo-2,3-dihydro-1H-isoindol-2-yl)ethyl]quinazoline-4-carboxylate). As a reaction SMILES: [O:1]=[C:2]1[C:10]2[C:5](=[CH:6][CH:7]=[CH:8][CH:9]=2)[C:4](=[O:11])[N:3]1[CH2:12][CH2:13][C:14]([NH:16][C:17]1[CH:22]=[CH:21][CH:20]=[CH:19][CH:18]=1)=O.P(Cl)(Cl)(Cl)(Cl)Cl.Cl[Sn](Cl)(Cl)Cl.[CH2:34]([O:36][C:37](=[O:40])[C:38]#[N:39])[CH3:35]>O=P(Cl)(Cl)Cl>[O:1]=[C:2]1[C:10]2[C:5](=[CH:6][CH:7]=[CH:8][CH:9]=2)[C:4](=[O:11])[N:3]1[CH2:12][CH2:13][C:14]1[N:39]=[C:38]([C:37]([O:36][CH2:34][CH3:35])=[O:40])[C:22]2[C:17](=[CH:18][CH:19]=[CH:20][CH:21]=2)[N:16]=1. Reported procedure: Into a 2000-mL 4-necked round-bottom flask purged and maintained with an inert atmosphere of nitrogen, was placed a solution of 3-(1,3-dioxo-2,3-dihydro-1H-isoindol-2-yl)-N-phenylpropanamide (40 g, 135.91 mmol, 1.00 equiv) in POCl3 (300 mL). This was followed by the addition of PCl5 (30 g, 144.06 mmol, 1.06 equiv). The mixture was stirred for 2 h at 65° C. The resulting mixture was concentrated under vacuum. The residue was poured into chlorobenzene (500 mL). To this was added SnCl4 (53 g) and 2... Starting materials: C(CCCCCCCCCCCCC)N(C)C (tetradecyldimethylamine), ClCSC#N (chloromethylthiocyanate). The solvent is O1CCCC1 (tetrahydrofuran). The product is [Cl-].C[N+](CSC#N)(CCCCCCCCCCCCCC)C (Dimethyltetradecyl(thiocyanatomethyl)ammonium Chloride). As a reaction SMILES: [CH2:1]([N:15]([CH3:17])[CH3:16])[CH2:2][CH2:3][CH2:4][CH2:5][CH2:6][CH2:7][CH2:8][CH2:9][CH2:10][CH2:11][CH2:12][CH2:13][CH3:14].[Cl:18][CH2:19][S:20][C:21]#[N:22]>O1CCCC1>[Cl-:18].[CH3:16][N+:15]([CH3:17])([CH2:1][CH2:2][CH2:3][CH2:4][CH2:5][CH2:6][CH2:7][CH2:8][CH2:9][CH2:10][CH2:11][CH2:12][CH2:13][CH3:14])[CH2:19][S:20][C:21]#[N:22] |f:3.4|. Reported procedure: The reaction was carried out similar to the other examples, using tetrahydrofuran, tetradecyldimethylamine and chloromethylthiocyanate. The product was a brown solid with 80% purity. Reactants: C(C)(C)(C)N1C(C2=CC=C(C=C2C1O)C(C)(C)C)=O (2,5-di-tert-butyl-3-hydroxyisoindolin-1-one), C(C)(=O)O (acetic acid), O.NN (Hydrazine monohydrate). Solvent: O (H2O). Run at temperature 90 celsius, time 1 hour. Product: C(C)(C)(C)C=1C=C2C=NNC(C2=CC1)=O (6-tert-butyl-2H-phthalazin-1-one). The yield is 97.8%. Reaction SMILES: C([N:5]1[CH:13](O)[C:12]2[C:7](=[CH:8][CH:9]=[C:10]([C:15]([CH3:18])([CH3:17])[CH3:16])[CH:11]=2)[C:6]1=[O:19])(C)(C)C.C(O)(=O)C.O.[NH2:25]N>O>[C:15]([C:10]1[CH:11]=[C:12]2[C:7](=[CH:8][CH:9]=1)[C:6](=[O:19])[NH:25][N:5]=[CH:13]2)([CH3:18])([CH3:17])[CH3:16] |f:2.3|. Reported procedure: In a 250 mL round-bottomed flask, 2,5-di-tert-butyl-3-hydroxyisoindolin-1-one (4.9 g, 18.7 mmol, Eq: 1.00) was combined with acetic acid (60 ml) to give a colorless solution. The reaction was heated to 90° C. Hydrazine monohydrate (1.61 g, 1.57 ml, 20.6 mmol, Eq: 1.1) was added dropwise. The reaction was stirred at 90° C. for 1 h. The reaction mixture was diluted with 24 mL H2O and slowly cooled to 25° C. over 3 h. The reaction mixture was concentrated but not quite to dryness. The reaction mixt... Reactants: CC(=O)O[BH-](OC(C)=O)OC(C)=O, C1CCOC1, CC(=O)O, CC(C)(C)CC=O, OC1CCNC1, [Na+], [Na+], [OH-]. The product is CC(C)(C)CCN1CCC(O)C1. Reaction SMILES: [C:14]([O:15][BH-:16]([O:17][C:18](=[O:19])[CH3:20])[O:21][C:22](=[O:23])[CH3:24])(=[O:25])[CH3:26].[CH2:30]1[O:31][CH2:32][CH2:33][CH2:34]1.[CH3:35][C:36](=[O:37])[OH:38].[CH3:7][C:8]([CH2:9][CH:10]=[O:11])([CH3:12])[CH3:13].[NH:1]1[CH2:2][CH:3]([OH:6])[CH2:4][CH2:5]1.[Na+:27].[Na+:29].[OH-:28]>>[N:1]1([CH2:10][CH2:9][C:8]([CH3:7])([CH3:12])[CH3:13])[CH2:2][CH:3]([OH:6])[CH2:4][CH2:5]1. Starting materials: ClCC(=O)COC1=CC=CC=C1 (1-chloro-3-phenoxyacetone), C1(=CC=CC=C1)P(C1=CC=CC=C1)C1=CC=CC=C1 (triphenylphosphine), C(C)OCC (diethyl ether). Run in C(Cl)(Cl)Cl (chloroform). Yields the product [Cl-].O=C(C[P+](C1=CC=CC=C1)(C1=CC=CC=C1)C1=CC=CC=C1)COC1=CC=CC=C1 (2-oxo-3-phenoxypropyltriphenylphosphonium chloride). Yield: 62.9%. RXN SMILES: [Cl:1][CH2:2][C:3]([CH2:5][O:6][C:7]1[CH:12]=[CH:11][CH:10]=[CH:9][CH:8]=1)=[O:4].[C:13]1([P:19]([C:26]2[CH:31]=[CH:30][CH:29]=[CH:28][CH:27]=2)[C:20]2[CH:25]=[CH:24][CH:23]=[CH:22][CH:21]=2)[CH:18]=[CH:17][CH:16]=[CH:15][CH:14]=1.C(OCC)C>C(Cl)(Cl)Cl>[Cl-:1].[O:4]=[C:3]([CH2:5][O:6][C:7]1[CH:12]=[CH:11][CH:10]=[CH:9][CH:8]=1)[CH2:2][P+:19]([C:20]1[CH:21]=[CH:22][CH:23]=[CH:24][CH:25]=1)([C:26]1[CH:31]=[CH:30][CH:29]=[CH:28][CH:27]=1)[C:13]1[CH:14]=[CH:15][CH:16]=[CH:17][CH:18]=1 |f:4.5|. Procedure: A solution of 1-chloro-3-phenoxyacetone (6.8 g.) and triphenylphosphine (12 g.) in chloroform (16 ml.) was saturated with nitrogen and heated at reflux under nitrogen overnight. An excess of dry diethyl ether was added, and then the solvents were decanted from the gum that separated. The remaining solvent was removed in vacuo to give crude 2-oxo-3-phenoxypropyltriphenylphosphonium chloride (10.35 g.). This was stirred vigorously with a solution of sodium carbonate (18 g.) in water (180 ml.) for ...